The task is: describe an organic reaction: reactants, conditions, products, and yield. This data is from the Open Reaction Database (ORD), a public repository of structured organic reaction records. Starting materials: COc1ccc(C2CCNCC2)cc1OC1CCCC1, COC(=O)Cl, ClCCl, c1ccncc1. The product is COC(=O)N1CCC(c2ccc(OC)c(OC3CCCC3)c2)CC1. RXN SMILES: [CH:1]1([O:6][c:7]2[cH:8][c:9]([CH:15]3[CH2:16][CH2:17][NH:18][CH2:19][CH2:20]3)[cH:10][cH:11][c:12]2[O:13][CH3:14])[CH2:2][CH2:3][CH2:4][CH2:5]1.[Cl:27][C:28](=[O:29])[O:30][CH3:31].[Cl:32][CH2:33][Cl:34].[cH:21]1[cH:22][cH:23][n:24][cH:25][cH:26]1>>[CH:1]1([O:6][c:7]2[cH:8][c:9]([CH:15]3[CH2:16][CH2:17][N:18]([C:28](=[O:29])[O:30][CH3:31])[CH2:19][CH2:20]3)[cH:10][cH:11][c:12]2[O:13][CH3:14])[CH2:2][CH2:3][CH2:4][CH2:5]1. Product: CCOC(=O)c1cnc(Cl)nc1Nc1ccc(-c2cscn2)c(F)c1. Reaction SMILES: [CH3:36][C:37]#[N:38].[CH:27]([N:28]([CH2:29][CH3:30])[CH:31]([CH3:32])[CH3:33])([CH3:34])[CH3:35].[Cl:1][c:2]1[n:3][cH:4][c:5]([C:9](=[O:10])[O:11][CH2:12][CH3:13])[c:6]([Cl:8])[n:7]1.[F:14][c:15]1[cH:16][c:17]([NH2:26])[cH:18][cH:19][c:20]1-[c:21]1[n:22][cH:23][s:24][cH:25]1>>[Cl:1][c:2]1[n:3][cH:4][c:5]([C:9](=[O:10])[O:11][CH2:12][CH3:13])[c:6]([NH:26][c:17]2[cH:16][c:15]([F:14])[c:20](-[c:21]3[n:22][cH:23][s:24][cH:25]3)[cH:19][cH:18]2)[n:7]1. Starting materials: CC#N, CCN(C(C)C)C(C)C, CCOC(=O)c1cnc(Cl)nc1Cl, Nc1ccc(-c2cscn2)c(F)c1. Reaction SMILES: [CH3:1][O:2][C:3]1[CH:4]=[CH:5][C:6]([CH3:19])=[C:7]2[C:15]=1[C:14](=[CH:16][O:17]C)[CH:13]1[CH:8]2[CH2:9][CH2:10][CH2:11][CH2:12]1.O.C1(C)C=CC(S(O)(=O)=O)=CC=1>O1CCOCC1.O>[CH:16]([CH:14]1[CH:13]2[CH:8]([CH2:9][CH2:10][CH2:11][CH2:12]2)[C:7]2[C:15]1=[C:3]([O:2][CH3:1])[CH:4]=[CH:5][C:6]=2[CH3:19])=[O:17] |f:1.2|. Reactants: COC=1C=CC(=C2C3CCCCC3C(C12)=COC)C (8-methoxy-9-methoxymethylene-5-methyl-1,2,3,4,4a,9a-hexahydrofluorene), O.C1(=CC=C(C=C1)S(=O)(=O)O)C (p-toluenesulfonic acid monohydrate). Product: C(=O)C1C2=C(C=CC(=C2C2CCCCC12)C)OC (9-formyl-8-methoxy-5-methyl-1,2,3,4,4a,9a-hexahydrofluorene). Solvent: O1CCOCC1 (1,4-dioxane), O (water). Procedure details: 4.54 Grams of 8-methoxy-9-methoxymethylene-5-methyl-1,2,3,4,4a,9a-hexahydrofluorene was dissolved in 200 ml of 1,4-dioxane and 50 ml of water. To the solution was added 0.90 g of p-toluenesulfonic acid monohydrate and this was refluxed for 18 hours. To the reaction mixture was added 200 ml of water and extraction was carried out with diethyl ether. The organic layer was dried with magnesium sulfate, filtered and concentrated and the residue was purified by a silica gel column chromatography (elu... The reactants are C12(CC3CC(CC(C1)C3)C2)CNC(C2=CC(=NC=C2Cl)CCCO)=O (N-(1-adamantylmethyl)-5-chloro-2-(3-hydroxypropyl)isonicotinamide), ClCCl (dichloromethane), C([O-])(O)=O.[Na+] (sodium bicarbonate), S(=S)(=O)([O-])[O-].[Na+].[Na+] (sodium thiosulfate). Run in C(C)OCC (diethyl ether). Reaction conditions: time 4 hour. The product is C12(CC3CC(CC(C1)C3)C2)CNC(C2=CC(=NC=C2Cl)CCC=O)=O (N-(1-Adamantylmethyl)-5-chloro-2-(3-oxopropyl)isonicotinamide). Reaction SMILES: [C:1]12([CH2:11][NH:12][C:13](=[O:25])[C:14]3[C:19]([Cl:20])=[CH:18][N:17]=[C:16]([CH2:21][CH2:22][CH2:23][OH:24])[CH:15]=3)[CH2:10][CH:5]3[CH2:6][CH:7]([CH2:9][CH:3]([CH2:4]3)[CH2:2]1)[CH2:8]2.ClCCl.C(=O)(O)[O-].[Na+].S([O-])([O-])(=O)=S.[Na+].[Na+]>C(OCC)C>[C:1]12([CH2:11][NH:12][C:13](=[O:25])[C:14]3[C:19]([Cl:20])=[CH:18][N:17]=[C:16]([CH2:21][CH2:22][CH:23]=[O:24])[CH:15]=3)[CH2:2][CH:3]3[CH2:4][CH:5]([CH2:6][CH:7]([CH2:9]3)[CH2:8]1)[CH2:10]2 |f:2.3,4.5.6|. Reported procedure: To a stirred solution of N-(1-adamantylmethyl)-5-chloro-2-(3-hydroxypropyl)isonicotinamide (0.12 g, 0.33 mmol) (Example 14(ii)) in dry dichloromethane (10 mL) Dess-Martin periodinane (0.14 g, 0.33 mmol) was added. The resulting mixture was stirred at room temperature for 4 hours. The reaction was treated with diethyl ether (20 mL) and a saturated sodium bicarbonate solution containing sodium thiosulfate (0.37 g, in 4 mL). The mixture was stirred for 10 minutes and the organics separated; washed ...